This data is from the Open Reaction Database (ORD), a public repository of structured organic reaction records. The task is: describe an organic reaction: reactants, conditions, products, and yield Starting materials: resultant solution, Grignard reagent, CC(=CBr)C (2-methyl propenyl bromide), [Mg] (magnesium), O1[C@@H]([C@H](CC(=O)[O-])C)C1 ((3S,4S)-4,5-epoxy-3-methylpentanoate), Grignard reagent, O1[C@@H]([C@H](CC(=O)[O-])C)C1 ((3S,4S)-4,5-epoxy-3-methylpentanoate). Reagents/catalysts: [Cu](Br)Br (copper bromide). The solvent is O1CCCC1 (tetrahydrofuran). Conditions: temperature -20 celsius, time 3 hour. Yields the product C[C@H]1CC(=O)O[C@@H]1CC=C(C)C ((3S,4R)-3,7-dimethyl-6-octen-4-olide). The yield is 73.7%. As a reaction SMILES: O1[CH2:9][C@@H:2]1[C@@H:3]([CH3:8])[CH2:4][C:5]([O-:7])=[O:6].[CH3:10][C:11]([CH3:14])=[CH:12]Br.[Mg]>O1CCCC1.[Cu](Br)Br>[CH3:8][C@@H:3]1[C@@H:2]([CH2:9][CH:10]=[C:11]([CH3:14])[CH3:12])[O:7][C:5](=[O:6])[CH2:4]1. Procedure: 500 mg (3.47 mmol) of the epoxide obtained in Example 2 [C'] were dissolved in 10 ml of anhydrous tetrahydrofuran. To the resultant solution, 49.8 mg (0.35 mmol) of copper bromide were further added. To the obtained mixture, Grignard reagent which had been prepared by utilizing 2-methyl propenyl bromide (2.34 g, 17.4 mmol) and magnesium (842 mg, 34.7 mmol) was slowly added dropwise under an argon atmosphere with cooling at -20° C. When the disappearance of the epoxide was confirmed by a gas chro... The reactants are C1COCCN1, C1CCC2=NCCCN2CC1, CC#N, CC(C)(COS(=O)(=O)c1ccc([N+](=O)[O-])cc1)c1cc(N)no1. Product: CC(C)(CN1CCOCC1)c1cc(N)no1. RXN SMILES: [CH2:24]1[CH2:25][O:26][CH2:27][CH2:28][NH:29]1.[CH2:30]1[CH2:31][CH2:32][C:33]2=[N:38][CH2:37][CH2:36][CH2:35][N:34]2[CH2:39][CH2:40]1.[CH3:41][C:42]#[N:43].[N+:1]([c:2]1[cH:3][cH:4][c:5]([S:6]([O:7][CH2:14][C:15]([CH3:16])([CH3:17])[c:18]2[cH:19][c:20]([NH2:23])[n:21][o:22]2)(=[O:8])=[O:9])[cH:10][cH:11]1)([O-:12])=[O:13]>>[CH2:14]([C:15]([CH3:16])([CH3:17])[c:18]1[cH:19][c:20]([NH2:23])[n:21][o:22]1)[N:29]1[CH2:24][CH2:25][O:26][CH2:27][CH2:28]1. The reactants are N1=CC=CC=C1 (pyridine), 9, FC(S(=O)(=O)O)(F)F (trifluoromethanesulfonic acid), N1=CC=CC=C1 (pyridine), FF (fluorine), FC(S(=O)(=O)O)(F)F (trifluoromethanesulfonic acid), FF (fluorine). Run in C(C)#N (acetonitrile). Conditions: temperature -20 celsius. The product is FC(S(=O)(=O)[O-])(F)F.F[N+]1=CC=CC=C1 (N-fluoropyridinium trifluoromethanesulfonate). The yield is 97.4%. As a reaction SMILES: [N:1]1[CH:6]=[CH:5][CH:4]=[CH:3][CH:2]=1.[F:7][C:8]([F:14])([F:13])[S:9]([OH:12])(=[O:11])=[O:10].[F:15]F>C(#N)C>[F:7][C:8]([F:14])([F:13])[S:9]([O-:12])(=[O:11])=[O:10].[F:15][N+:1]1[CH:6]=[CH:5][CH:4]=[CH:3][CH:2]=1 |f:4.5|. Reported procedure: To 40 ml of acetonitrile as solvent were added 1.592 g (20.136 mmol) of pyridine and 2.940 9 (19.588 mmol) of trifluoromethanesulfonic acid (i.e., the amount of pyridine was 1.03 times that of trifluoromethanesulfonic acid in a molar ratio), and the mixture was cooled to -20° C. A mixed gas of fluorine and nitrogen in a volumetric ratio of 1:4 was then introduced to the mixture at a rate of 50 ml/min under stirring. The amount Of fluorine gas introduced was 40.0 mmol. Alter completion of the rea... Starting materials: FC1=C(C=CC=C1F)CCC1=NC(C2=C(N1CC(=O)OCC)C=CS2)=O (Ethyl 2-(2-[2-(2,3-difluorophenyl)ethyl]-4-oxo-4H-thieno[3,2-d]pyrimidin-1-yl)acetate), solution, [OH-].[Na+] (sodium hydroxide). Run in O1CCOCC1 (dioxan). Product: FC1=C(C=CC=C1F)CCC1=NC(C2=C(N1CC(=O)O)C=CS2)=O ({2-[2-(2,3-Difluorophenyl)ethyl]-4-oxo-4H-thieno[3,2-d]pyrimidin-1yl}-acetic acid), solid. Isolated yield 89.0%. RXN SMILES: [F:1][C:2]1[C:7]([F:8])=[CH:6][CH:5]=[CH:4][C:3]=1[CH2:9][CH2:10][C:11]1[N:16]([CH2:17][C:18]([O:20]CC)=[O:19])[C:15]2[CH:23]=[CH:24][S:25][C:14]=2[C:13](=[O:26])[N:12]=1.[OH-].[Na+]>O1CCOCC1>[F:1][C:2]1[C:7]([F:8])=[CH:6][CH:5]=[CH:4][C:3]=1[CH2:9][CH2:10][C:11]1[N:16]([CH2:17][C:18]([OH:20])=[O:19])[C:15]2[CH:23]=[CH:24][S:25][C:14]=2[C:13](=[O:26])[N:12]=1 |f:1.2|. Reported procedure: Ethyl 2-(2-[2-(2,3-difluorophenyl)ethyl]-4-oxo-4H-thieno[3,2-d]pyrimidin-1-yl)acetate (Int B57) (375 mg) as a suspension in dioxan (2-3 ml) was treated with 0.5M solution of aqueous sodium hydroxide (1.98 ml) at room temperature. After 1h the solution was concentrated to a small volume and acidified with 2M hydrochloric acid. The precipitate was filtered off, washed with water and dried in vacuo at 40° C. overnight. The title compound was obtained as a white solid (308 mgs, 89%); 1H-NMR (DMSO) δ... The reactants are CC1=C(OCC2=C(C=CC=C2)C(C#N)=NOC(F)F)C=C(C=C1)C (2-[2-(2,5-dimethylphenoxymethyl)phenyl]-2-difluoromethoxyimino-acetonitrile), C(=O)(N)N.OO (hydrogen peroxide-urea adduct), C([O-])([O-])=O.[K+].[K+] (potassium carbonate). The solvent is CC(=O)C (acetone), O (water), O (water). Run at time 16 hour. Product: FC(ON=C(C(=O)N)C1=C(C=CC=C1)COC1=C(C=CC(=C1)C)C)F (2-(2,5-dimethylphenoxymethyl)-phenylglyoxalic acid amide O-difluoromethyl oxime). Reaction SMILES: [CH3:1][C:2]1[CH:23]=[CH:22][C:21]([CH3:24])=[CH:20][C:3]=1[O:4][CH2:5][C:6]1[CH:11]=[CH:10][CH:9]=[CH:8][C:7]=1[C:12](=[N:15][O:16][CH:17]([F:19])[F:18])[C:13]#[N:14].C(N)(N)=[O:26].OO.C(=O)([O-])[O-].[K+].[K+]>CC(C)=O.O>[F:19][CH:17]([F:18])[O:16][N:15]=[C:12]([C:7]1[CH:8]=[CH:9][CH:10]=[CH:11][C:6]=1[CH2:5][O:4][C:3]1[CH:20]=[C:21]([CH3:24])[CH:22]=[CH:23][C:2]=1[CH3:1])[C:13]([NH2:14])=[O:26] |f:1.2,3.4.5|. Procedure: A solution of 4.72 g of 2-[2-(2,5-dimethylphenoxymethyl)phenyl]-2-difluoromethoxyimino-acetonitrile in 15 ml of acetone is added dropwise to a solution of 4.88 g of hydrogen peroxide-urea adduct and 0.20 g of potassium carbonate in 15 ml of water and the reaction mixture is stirred at room temperature for 16 hours. The reaction mixture is then diluted with water and the precipitated crystalline material is filtered off with suction. Chromatography on silica gel with hexane/ethyl acetate (3:1) yi...